From a dataset of the Open Reaction Database (ORD), a public repository of structured organic reaction records. describe an organic reaction: reactants, conditions, products, and yield Starting materials: FC(S(=O)(=O)OC=1C(=C2C=CC(=NC2=CC1Cl)C)C1=CC=C(C=C1)Cl)(F)F (7-chloro-5-(4-chlorophenyl)-2-methylquinolin-6-yl trifluoromethanesulfonate), ClC1=CC=C(C=C1)C1=C2C=CC(=NC2=CC(=C1O)C)C (5-(4-chlorophenyl)-2,7-dimethylquinolin-6-ol). The product is FC(S(=O)(=O)OC=1C(=C2C=CC(=NC2=CC1C)C)C1=CC=C(C=C1)Cl)(F)F (5-(4-chlorophenyl)-2,7-dimethylquinolin-6-yl trifluoromethanesulfonate). RXN SMILES: [F:1][C:2]([F:27])([F:26])[S:3]([O:6][C:7]1[C:8]([C:19]2[CH:24]=[CH:23][C:22]([Cl:25])=[CH:21][CH:20]=2)=[C:9]2[C:14](=[CH:15][C:16]=1Cl)[N:13]=[C:12]([CH3:18])[CH:11]=[CH:10]2)(=[O:5])=[O:4].Cl[C:29]1C=CC(C2C(O)=C(C)C=C3C=2C=CC(C)=N3)=CC=1>>[F:1][C:2]([F:27])([F:26])[S:3]([O:6][C:7]1[C:8]([C:19]2[CH:24]=[CH:23][C:22]([Cl:25])=[CH:21][CH:20]=2)=[C:9]2[C:14](=[CH:15][C:16]=1[CH3:29])[N:13]=[C:12]([CH3:18])[CH:11]=[CH:10]2)(=[O:5])=[O:4]. Procedure details: Compound 2E was prepared following the procedure used to prepare compound 1F of Example 1, except that 5-(4-chlorophenyl)-2,7-dimethylquinolin-6-ol (2D) was used instead of compound 1E. LCMS-ESI+ (m/z): 416.0, 418.0 (M+H)+. Reactants: C1(=C(C(=CC(=C1)C)C)NS(=O)(=O)C=C)C (N-mesitylethenesulphonamide), C([O-])([O-])=O.[Na+].[Na+] (sodium carbonate), CI (methyl iodide). The solvent is CC(=O)C (acetone). Yields the product C1(=C(C(=CC(=C1)C)C)N(S(=O)(=O)C=C)C)C (N-mesityl-N-methylethenesulphonamide). Isolated yield 100.3%. RXN SMILES: [C:1]1([CH3:15])[CH:6]=[C:5]([CH3:7])[CH:4]=[C:3]([CH3:8])[C:2]=1[NH:9][S:10]([CH:13]=[CH2:14])(=[O:12])=[O:11].[C:16](=O)([O-])[O-].[Na+].[Na+].CI>CC(C)=O>[C:1]1([CH3:15])[CH:6]=[C:5]([CH3:7])[CH:4]=[C:3]([CH3:8])[C:2]=1[N:9]([CH3:16])[S:10]([CH:13]=[CH2:14])(=[O:12])=[O:11] |f:1.2.3|. Reported procedure: 22.5 g (0.1 mole) N-mesitylethenesulphonamide, 37.2 g anhydrous sodium carbonate, 52 ml methyl iodide and 1000 ml acetone were mixed and refluxed for 6 hours. The mixture was then filtered and evaporated to dryness. The residue was dissolved in diethyl ether and extracted with 2 N sodium hydroxide solution (to remove remaining starting material). The ether solution was dried over magnesium sulphate and evaporated to dryness. 24.0 g of the crude title compound was obtained as an oil, which solidi... Reactants: FC(C1=C(C(=O)Cl)C=CC=C1)(F)F (2-trifluoromethylbenzoyl chloride), ice, CC(CCNC(=O)C=1C(=NC(=NC1)N1CCNCC1)C(F)(F)F)C (2-piperazin-1-yl-4-trifluoromethyl-pyrimidine-5-carboxylic acid (3-methylbutyl)amide), C(C)(C)N(CC)C(C)C (diisopropylethylamine). Run in ClCCl (dichloromethane), ClCCl (dichloromethane). Run at time 15 minute. Product: CC(CCNC(=O)C=1C(=NC(=NC1)N1CCN(CC1)C(C1=C(C=CC=C1)C(F)(F)F)=O)C(F)(F)F)C (4-Trifluoromethyl-2-[4-(2-Trifluoromethylbenzoyl)Piperazin-1-yl]-Pyrimidine-5-Carboxylic Acid (3-Methylbutyl)Amide). Yield: 76.0%. As a reaction SMILES: [CH3:1][CH:2]([CH3:24])[CH2:3][CH2:4][NH:5][C:6]([C:8]1[C:9]([C:20]([F:23])([F:22])[F:21])=[N:10][C:11]([N:14]2[CH2:19][CH2:18][NH:17][CH2:16][CH2:15]2)=[N:12][CH:13]=1)=[O:7].C(N(C(C)C)CC)(C)C.[F:34][C:35]([F:46])([F:45])[C:36]1[CH:44]=[CH:43][CH:42]=[CH:41][C:37]=1[C:38](Cl)=[O:39]>ClCCl>[CH3:1][CH:2]([CH3:24])[CH2:3][CH2:4][NH:5][C:6]([C:8]1[C:9]([C:20]([F:23])([F:21])[F:22])=[N:10][C:11]([N:14]2[CH2:19][CH2:18][N:17]([C:38](=[O:39])[C:37]3[CH:41]=[CH:42][CH:43]=[CH:44][C:36]=3[C:35]([F:34])([F:45])[F:46])[CH2:16][CH2:15]2)=[N:12][CH:13]=1)=[O:7]. Procedure: To an ice-cold solution of 2-piperazin-1-yl-4-trifluoromethyl-pyrimidine-5-carboxylic acid (3-methylbutyl)amide (0.323 g, 0.935 mmol) in dichloromethane (20 mL) was added diisopropylethylamine (0.242 mL, 1.40 mmol). The mixture was stirred for 10 minutes before 2-trifluoromethylbenzoyl chloride (0.175 g, 0.842 mmol) in 5 mL dichloromethane was added. The stirring was continued for another 15 minutes. The reaction was quenched by the addition of saturated sodium bicarbonate solution, followed by ... Starting materials: C, C=Cc1cnc(NC(=O)c2cccc(S(=O)(=O)N3CCCCC3)c2)c(OC)c1, CCO, [H][H], [Pd]. Yields the product CCc1cnc(NC(=O)c2cccc(S(=O)(=O)N3CCCCC3)c2)c(OC)c1. RXN SMILES: [C:31].[CH3:1][O:2][c:3]1[c:4]([NH:11][C:12]([c:13]2[cH:14][c:15]([S:19](=[O:20])(=[O:21])[N:22]3[CH2:23][CH2:24][CH2:25][CH2:26][CH2:27]3)[cH:16][cH:17][cH:18]2)=[O:28])[n:5][cH:6][c:7]([CH:9]=[CH2:10])[cH:8]1.[CH3:33][CH2:34][OH:35].[H:29][H:30].[Pd:32]>>[CH3:1][O:2][c:3]1[c:4]([NH:11][C:12]([c:13]2[cH:14][c:15]([S:19](=[O:20])(=[O:21])[N:22]3[CH2:23][CH2:24][CH2:25][CH2:26][CH2:27]3)[cH:16][cH:17][cH:18]2)=[O:28])[n:5][cH:6][c:7]([CH2:9][CH3:10])[cH:8]1. Starting materials: CCOC(=O)C1=CC(OC(CC)CC)C(NP(=O)(OCC)OCC)C(OS(C)(=O)=O)C1, CCO, CS(C)=O, CCOC(C)=O, [N-]=[N+]=[N-], [Na+]. The product is CCOC(=O)C1=CC(OC(CC)CC)C(NP(=O)(OCC)OCC)C(N=[N+]=[N-])C1. Reaction SMILES: [CH2:1]([CH3:2])[O:3][C:4](=[O:5])[C:6]1=[CH:7][CH:8]([O:26][CH:27]([CH2:28][CH3:29])[CH2:30][CH3:31])[CH:9]([NH:17][P:18](=[O:19])([O:20][CH2:21][CH3:22])[O:23][CH2:24][CH3:25])[CH:10]([O:12][S:13]([CH3:14])(=[O:15])=[O:16])[CH2:11]1.[CH3:36][CH2:37][OH:38].[CH3:39][S:40]([CH3:41])=[O:42].[CH3:43][CH2:44][O:45][C:46]([CH3:47])=[O:48].[N-:33]=[N+:34]=[N-:35].[Na+:32]>>[CH2:1]([CH3:2])[O:3][C:4](=[O:5])[C:6]1=[CH:7][CH:8]([O:26][CH:27]([CH2:28][CH3:29])[CH2:30][CH3:31])[CH:9]([NH:17][P:18](=[O:19])([O:20][CH2:21][CH3:22])[O:23][CH2:24][CH3:25])[CH:10]([N:33]=[N+:34]=[N-:35])[CH2:11]1.